This data is from the Open Reaction Database (ORD), a public repository of structured organic reaction records. The task is: describe an organic reaction: reactants, conditions, products, and yield The reactants are NC=1SC=C(N1)/C(/C(=O)N[C@H]1[C@@H]2N(C(=C(CS2)CO)C(=O)[O-])C1=O)=N/OCC(=O)OC(C)(C)C.[Na+] (sodium 7β-[2-(2-aminothiazol-4-yl) -(Z)-2-(tert-butoxycarbonylmethoxyimino)acetamido]-3-hydroxymethyl-3-cephem-4-carboxylate), C(N)(=N)CSC1=NSC(=C1C#N)S (3-amidinomethylthio-4-cyano-5-mercaptoisothiazole), ethyl o-phenylenephosphate. Solvent: CN(C)C=O (DMF). Conditions: temperature -20 celsius. Yields the product C(N)(=N)CSC1=NSC(=C1C#N)SCC=1CS[C@H]2N(C1C(=O)[O-])C([C@H]2NC(\C(=N/OCC(=O)O)\C=2N=C(SC2)N)=O)=O.[Na+] (Monosodium 3-[(3-amidinomethylthio-4-cyanoisothiazol-5-yl)thiomethyl]-7β -[2-(2-aminothiazol-4-yl)-(Z)-2-carboxymethoxyiminoacetamido]-3-cephem-4-carboxylate). The yield is 50.7%. Reaction SMILES: [NH2:1][C:2]1[S:3][CH:4]=[C:5](/[C:7](=[N:25]/[O:26][CH2:27][C:28]([O:30]C(C)(C)C)=[O:29])/[C:8]([NH:10][C@@H:11]2[C:23](=[O:24])[N:13]3[C:14]([C:20]([O-:22])=[O:21])=[C:15]([CH2:18]O)[CH2:16][S:17][C@H:12]23)=[O:9])[N:6]=1.[Na+:35].[C:36]([CH2:39][S:40][C:41]1[C:45]([C:46]#[N:47])=[C:44]([SH:48])[S:43][N:42]=1)(=[NH:38])[NH2:37]>CN(C=O)C>[C:36]([CH2:39][S:40][C:41]1[C:45]([C:46]#[N:47])=[C:44]([S:48][CH2:18][C:15]2[CH2:16][S:17][C@@H:12]3[C@H:11]([NH:10][C:8](=[O:9])/[C:7](/[C:5]4[N:6]=[C:2]([NH2:1])[S:3][CH:4]=4)=[N:25]\[O:26][CH2:27][C:28]([OH:30])=[O:29])[C:23](=[O:24])[N:13]3[C:14]=2[C:20]([O-:22])=[O:21])[S:43][N:42]=1)(=[NH:37])[NH2:38].[Na+:35] |f:0.1,4.5|. Procedure: To a solution of sodium 7β-[2-(2-aminothiazol-4-yl) -(Z)-2-(tert-butoxycarbonylmethoxyimino)acetamido]-3-hydroxymethyl-3-cephem-4-carboxylate (554 mg) and 3-amidinomethylthio-4-cyano-5-mercaptoisothiazole (345 mg) in 7 ml of DMF was added 1.2 g of ethyl o-phenylenephosphate under stirring at -20° C. After stirring under ice-cooling for 2 hours, the reaction mixture was subjected to a column chromatography on silica gel (150 g), being washed with acetonitrile and eluted with acetonitrile/water (6... Reactants: [OH-].[Na+] (NaOH), C(=O)C1=C(C=C(OCCCCC(=O)OCC)C=C1)O (Ethyl 5-(4-formyl-3-hydroxyphenoxy)valerate), C(Cl)(Cl)Cl.CO (CHCl3 methanol). Solvent: CO (methanol). Product: C(=O)C1=C(C=C(OCCCCC(=O)O)C=C1)O (5-(4-Formyl-3-hydroxyphenoxy)valeric acid). Isolated yield 97.7%. RXN SMILES: [OH-].[Na+].[CH:3]([C:5]1[CH:20]=[CH:19][C:8]([O:9][CH2:10][CH2:11][CH2:12][CH2:13][C:14]([O:16]CC)=[O:15])=[CH:7][C:6]=1[OH:21])=[O:4].C(Cl)(Cl)Cl.CO>CO>[CH:3]([C:5]1[CH:20]=[CH:19][C:8]([O:9][CH2:10][CH2:11][CH2:12][CH2:13][C:14]([OH:16])=[O:15])=[CH:7][C:6]=1[OH:21])=[O:4] |f:0.1,3.4|. Procedure: 2 N aqueous NaOH (10 mL) was added to ethyl 5-(4-formyl-3-hydroxyphenoxy)valerate (1.5 g, mw 266.3, 5.8 mmol; prepared as in Example 16) dissolved in methanol (20 mL) and the solution stirred at 25° C. for 1 hour, at which point TLC (CHCl3-methanol, 99:1) indicated the reaction was complete. Methanol was removed under reduced pressure and the reaction diluted with water (50 mL), washed with ethyl acetate (3×15 mL, discarded), acidified to pH 4 with 6 N aqueous HCl, and extracted with ethyl aceta... Reactants: Cl[Si](C1C(=C(C(=C1C)C)C)C)(C)C ((chloro)(dimethyl)(2,3,4,5-tetramethylcyclopentadienyl)silane), C(C)(C)(C)[NH-].[Li+] (lithium tert-butylamide). Run in O1CCCC1 (tetrahydrofuran). Conditions: time 2 hour. Yields the product C(C)(C)(C)N[Si](C)(C)C1C(=C(C(=C1C)C)C)C ((tert-butylamino) (2,3,4,5-tetramethylcyclopenta-2,4-dienyl)dimethylsilane). Yield: 81.0%. RXN SMILES: Cl[Si:2]([CH3:13])([CH3:12])[CH:3]1[C:7]([CH3:8])=[C:6]([CH3:9])[C:5]([CH3:10])=[C:4]1[CH3:11].[C:14]([NH-:18])([CH3:17])([CH3:16])[CH3:15].[Li+]>O1CCCC1>[C:14]([NH:18][Si:2]([CH:3]1[C:7]([CH3:8])=[C:6]([CH3:9])[C:5]([CH3:10])=[C:4]1[CH3:11])([CH3:13])[CH3:12])([CH3:17])([CH3:16])[CH3:15] |f:1.2|. Procedure: 2,3,4,5-tetramethylcyclopenta-2,4-diene (3.67 g, 30 mmol) was added into a flask containing tetrahydrofuran (100 mL), n-butyl lithium (12 mL) was added in droplets thereto at 0° C., and the reaction temperature was gradually increased to room temperature so that the reaction was carried out for 8 hours. This solution was cooled to −78° C., dichloromethylsilane (3.87g, 30 mmol) was slowly added in droplets thereto, and then the reaction was carried out for 12 hours. After the reaction, the volati... Reactants: COC(=O)CC(c1cc(F)c(F)cc1F)C(C#N)C(=O)OC, CO, CC(C)O, ClC(Cl)Cl, [H][H], O=[Pt]=O. Yields the product COC(=O)C1CNC(=O)CC1c1cc(F)c(F)cc1F. Reaction SMILES: [C:1](#[N:2])[CH:3]([C:4](=[O:5])[O:6][CH3:7])[CH:8]([CH2:9][C:10](=[O:11])[O:12][CH3:13])[c:14]1[c:15]([F:22])[cH:16][c:17]([F:21])[c:18]([F:20])[cH:19]1.[CH3:25][OH:26].[CH3:31][CH:32]([OH:33])[CH3:34].[CH:27]([Cl:28])([Cl:29])[Cl:30].[H:23][H:24].[Pt:35](=[O:36])=[O:37]>>[CH2:1]1[NH:2][C:10](=[O:11])[CH2:9][CH:8]([c:14]2[c:15]([F:22])[cH:16][c:17]([F:21])[c:18]([F:20])[cH:19]2)[CH:3]1[C:4](=[O:5])[O:6][CH3:7]. Reactants: [N+](=[N-])=C (diazomethane), C(C1=CC=CC=C1)N1C(=NC2=C1C=CC(=C2C=2NC(C(N2)(C)C(C)C)=O)C(=O)O)C (1-benzyl-4-(4-isopropyl-4-methyl-5-oxo-2-imidazolin-2-yl)-2-methyl-5-benzimidazolecarboxylic acid). The solvent is CCOCC (ether), CO (methanol). Reaction conditions: time 5 minute. Product: C(C1=CC=CC=C1)N1C(=NC2=C1C=CC(=C2C=2NC(C(N2)(C)C(C)C)=O)C(=O)OC)C (Methyl 1-benzyl-4-(4-isopropyl-4-methyl-5-oxo-2-imidazolin-2-yl)-2-methyl-5-benzimidazolecarboxylate). Isolated yield 40.3%. As a reaction SMILES: [N+](=[CH2:3])=[N-].[CH2:4]([N:11]1[C:15]2[CH:16]=[CH:17][C:18]([C:30]([OH:32])=[O:31])=[C:19]([C:20]3[NH:21][C:22](=[O:29])[C:23]([CH:26]([CH3:28])[CH3:27])([CH3:25])[N:24]=3)[C:14]=2[N:13]=[C:12]1[CH3:33])[C:5]1[CH:10]=[CH:9][CH:8]=[CH:7][CH:6]=1>CCOCC.CO>[CH2:4]([N:11]1[C:15]2[CH:16]=[CH:17][C:18]([C:30]([O:32][CH3:3])=[O:31])=[C:19]([C:20]3[NH:21][C:22](=[O:29])[C:23]([CH:26]([CH3:28])[CH3:27])([CH3:25])[N:24]=3)[C:14]=2[N:13]=[C:12]1[CH3:33])[C:5]1[CH:6]=[CH:7][CH:8]=[CH:9][CH:10]=1. Procedure details: A solution of diazomethane in ether is added to a suspension of 1-benzyl-4-(4-isopropyl-4-methyl-5-oxo-2-imidazolin-2-yl)-2-methyl-5-benzimidazolecarboxylic acid (1.15 g, 2.84 mmol) in methanol until the yellow color persists. The reaction is stirred for 5 minutes, quenched with 2 drops of acetic acid and concentrated in vacuo. The resultant residue is purified by HPLC (silica gel, ethyl acetate eluent) to give the title product as a white powder (0.480 g, 40.3%), mp 194°-196° C. Reported procedure: A reaction analogous to that used for the synthesis of 3-hydroxy-1,2-dimethyl-4-pyridinone was employed, starting with 70% ethylamine (4.6 g). No precipitate was observed after concentration. Recrystallization from ethanol and diethyl ether resulted in a white powder (4.2 g). Proton NMR (D20): 7.85 (d, 1H), 6.88 (d, 1H), 4.12 (q, 2H), 2.36 (s, 3H), 1.24 (t, 3H). Yields the product C(C)N1C(=C(C(C=C1)=O)O)C (1-Ethyl-3-hydroxy-2-methyl-4-pyridinone). As a reaction SMILES: [OH:1][C:2]1[C:7](=[O:8])[CH:6]=[CH:5][N:4]([CH3:9])[C:3]=1[CH3:10].[CH2:11](N)C>>[CH2:9]([N:4]1[CH:5]=[CH:6][C:7](=[O:8])[C:2]([OH:1])=[C:3]1[CH3:10])[CH3:11]. Starting materials: OC1=C(N(C=CC1=O)C)C (3-hydroxy-1,2-dimethyl-4-pyridinone), C(C)N (ethylamine). The reactants are C(CCC)C1=NC2=C(N1CC1=CC=C(C=C1)C=1C(=CC=CC1)C(=O)OC(C)(C)C)C=CC=C2NC(=O)NC2CCCCC2 (tert.butyl 4'-[(2-n-butyl-4-cyclohexylaminocarbonylamino-benzimidazol-1-yl)-methyl]biphenyl-2-carboxylate), FC(C(=O)O)(F)F (trifluoroacetic acid). Product: C(CCC)C1=NC2=C(N1CC1=CC=C(C=C1)C=1C(=CC=CC1)C(=O)O)C=CC=C2NC(=O)NC2CCCCC2 (4'-[(2-n-Butyl-4-cyclohexylaminocarbonylamino-benzimidazol-1-yl)-methyl]biphenyl-2-carboxylic acid). Reaction SMILES: [CH2:1]([C:5]1[N:9]([CH2:10][C:11]2[CH:16]=[CH:15][C:14]([C:17]3[C:18]([C:23]([O:25]C(C)(C)C)=[O:24])=[CH:19][CH:20]=[CH:21][CH:22]=3)=[CH:13][CH:12]=2)[C:8]2[CH:30]=[CH:31][CH:32]=[C:33]([NH:34][C:35]([NH:37][CH:38]3[CH2:43][CH2:42][CH2:41][CH2:40][CH2:39]3)=[O:36])[C:7]=2[N:6]=1)[CH2:2][CH2:3][CH3:4].FC(F)(F)C(O)=O>>[CH2:1]([C:5]1[N:9]([CH2:10][C:11]2[CH:12]=[CH:13][C:14]([C:17]3[C:18]([C:23]([OH:25])=[O:24])=[CH:19][CH:20]=[CH:21][CH:22]=3)=[CH:15][CH:16]=2)[C:8]2[CH:30]=[CH:31][CH:32]=[C:33]([NH:34][C:35]([NH:37][CH:38]3[CH2:43][CH2:42][CH2:41][CH2:40][CH2:39]3)=[O:36])[C:7]=2[N:6]=1)[CH2:2][CH2:3][CH3:4]. Procedure details: Prepared in analogous manner to Example 9 from tert.butyl 4'-[(2-n-butyl-4-cyclohexylaminocarbonylamino-benzimidazol-1-yl)-methyl]biphenyl-2-carboxylate and trifluoroacetic acid. Reactants: CCN(C(C)C)C(C)C, CC(C)O, Cc1ccc([N+](=O)[O-])cc1C(=O)Nc1cnc(I)nc1, NCCN1CCOCC1. The product is Cc1ccc([N+](=O)[O-])cc1C(=O)Nc1cnc(NCCN2CCOCC2)nc1. RXN SMILES: [CH:30]([N:31]([CH2:32][CH3:33])[CH:34]([CH3:35])[CH3:36])([CH3:37])[CH3:38].[CH:39]([OH:40])([CH3:41])[CH3:42].[I:1][c:2]1[n:3][cH:4][c:5]([NH:8][C:9]([c:10]2[c:11]([CH3:19])[cH:12][cH:13][c:14]([N+:16](=[O:17])[O-:18])[cH:15]2)=[O:20])[cH:6][n:7]1.[O:21]1[CH2:22][CH2:23][N:24]([CH2:27][CH2:28][NH2:29])[CH2:25][CH2:26]1>>[c:2]1([NH:29][CH2:28][CH2:27][N:24]2[CH2:23][CH2:22][O:21][CH2:26][CH2:25]2)[n:3][cH:4][c:5]([NH:8][C:9]([c:10]2[c:11]([CH3:19])[cH:12][cH:13][c:14]([N+:16](=[O:17])[O-:18])[cH:15]2)=[O:20])[cH:6][n:7]1. Reactants: C1CCOC1, CCCC[Mg+], CC(C)CC=O, [Cl-]. Yields the product CCCCC(O)CC(C)C. As a reaction SMILES: [CH2:13]1[O:14][CH2:15][CH2:16][CH2:17]1.[CH2:8]([CH2:9][CH2:10][CH3:11])[Mg+:12].[CH:1]([CH2:2][CH:3]([CH3:4])[CH3:5])=[O:6].[Cl-:7]>>[CH:1]([CH2:2][CH:3]([CH3:4])[CH3:5])([OH:6])[CH2:8][CH2:9][CH2:10][CH3:11].